describe an organic reaction: reactants, conditions, products, and yield From a dataset of the Open Reaction Database (ORD), a public repository of structured organic reaction records. The reactants are OC1=CC=C2CCC(C2=C1)=O (6-hydroxy-1-indanone), [Si](C1=CC=CC=C1)(C1=CC=CC=C1)(C(C)(C)C)Cl (tert-butyldiphenylsilyl chloride), N1C=NC=C1 (imidazole). Run in CN(C)C=O (DMF). Conditions: temperature 60 celsius. The product is OC1=CC=C2CCC(C2=C1)=O (6-Hydroxy-1-indanone), [Si](C1=CC=CC=C1)(C1=CC=CC=C1)(C(C)(C)C)OC1=CC=C2CCC(C2=C1)=O (6-tert-Butyldiphenylsilyloxy-1-indanone). Reaction SMILES: [OH:1][C:2]1[CH:10]=[C:9]2[C:5]([CH2:6][CH2:7][C:8]2=[O:11])=[CH:4][CH:3]=1.[Si:12](Cl)([C:25]([CH3:28])([CH3:27])[CH3:26])([C:19]1[CH:24]=[CH:23][CH:22]=[CH:21][CH:20]=1)[C:13]1[CH:18]=[CH:17][CH:16]=[CH:15][CH:14]=1.N1C=CN=C1>CN(C=O)C>[OH:1][C:2]1[CH:10]=[C:9]2[C:5]([CH2:6][CH2:7][C:8]2=[O:11])=[CH:4][CH:3]=1.[Si:12]([O:1][C:2]1[CH:10]=[C:9]2[C:5]([CH2:6][CH2:7][C:8]2=[O:11])=[CH:4][CH:3]=1)([C:25]([CH3:28])([CH3:27])[CH3:26])([C:19]1[CH:20]=[CH:21][CH:22]=[CH:23][CH:24]=1)[C:13]1[CH:18]=[CH:17][CH:16]=[CH:15][CH:14]=1. Reported procedure: 6-Hydroxy-1-indanone was prepared according to the procedure described by Nayak & Chakraborti, Tetrahedron Lett., 38, 8749-8752 (1997). A mixture of 6-hydroxy-1-indanone (5.00 g, 33.8 mmol), tert-butyldiphenylsilyl chloride (23.1 g, 84.2 mmol), and imidazole (6.90 g, 101.4 mmol) in degassed DMF (100 mL) was heated at 60° C. for 18 hours. The solvent was removed in vacuo and the residue purified by silica gel chromatography, eluting with a gradient of hexane—10% to 15% EtOAc, to yield the titled ... Starting materials: ClC=1C=C2CCC3(CNCC3)C2=CC1OC (5-chloro-6-methoxy-2,3-dihydrospiro[indene-1,3′-pyrrolidine]), ClCCCSC=1N(C(=NN1)C1=C(N=C(S1)C)C)C (5-(5-(3-chloropropylthio)-4-methyl-4H-1,2,4-triazol-3-yl)-2,4-dimethylthiazole), C(=O)([O-])[O-].[K+].[K+] (K2CO3), [Na+].[I-] (NaI). Run in CN1CCCC1=O (NMP). Reaction conditions: temperature 70 celsius, time 8 hour. Product: Cl.ClC=1C=C2CCC3(CN(CC3)CCCSC=3N(C(=NN3)C3=C(N=C(S3)C)C)C)C2=CC1OC (5-(5-(3-(5-chloro-6-methoxy-2,3-dihydrospiro[indene-1,3′-pyrrolidine]-1′-yl)propylthio)-4-methyl-4H-1,2,4-triazol-3-yl)-2,4-dimethylthiazole hydrochloride). The yield is 15.4%. Reaction SMILES: [Cl:1][C:2]1[CH:3]=[C:4]2[C:12](=[CH:13][C:14]=1[O:15][CH3:16])[C:7]1([CH2:11][CH2:10][NH:9][CH2:8]1)[CH2:6][CH2:5]2.Cl[CH2:18][CH2:19][CH2:20][S:21][C:22]1[N:23]([CH3:34])[C:24]([C:27]2[S:31][C:30]([CH3:32])=[N:29][C:28]=2[CH3:33])=[N:25][N:26]=1.C([O-])([O-])=O.[K+].[K+].[Na+].[I-]>CN1C(=O)CCC1>[ClH:1].[Cl:1][C:2]1[CH:3]=[C:4]2[C:12](=[CH:13][C:14]=1[O:15][CH3:16])[C:7]1([CH2:11][CH2:10][N:9]([CH2:18][CH2:19][CH2:20][S:21][C:22]3[N:23]([CH3:34])[C:24]([C:27]4[S:31][C:30]([CH3:32])=[N:29][C:28]=4[CH3:33])=[N:25][N:26]=3)[CH2:8]1)[CH2:6][CH2:5]2 |f:2.3.4,5.6,8.9|. Procedure details: The mixture of 5-chloro-6-methoxy-2,3-dihydrospiro[indene-1,3′-pyrrolidine] (Prep19, 58 mg, 0.24 mmol), 5-(5-(3-chloropropylthio)-4-methyl-4H-1,2,4-triazol-3-yl)-2,4-dimethylthiazole (Prep28, 50 mg, 0.17 mmol), K2CO3 (68.5 mg, 0.50 mmol) and NaI (24.5 mg, 0.50 mmol) in NMP (1 ml) was warmed to 70° C., and stirred overnight. The mixture was extracted with EA (5 ml×2). The combined organic layers were washed with Sat. NaHCO3, brine and dried over Na2SO4. The organic layer was concentrated in vacuo... Reactants: Cc1c(OCC(F)(F)F)ccnc1CS(=O)c1nc2ccccc2[nH]1, ClCCl, [H-], O=C(OCCS(=O)(=O)c1cccc([N+](=O)[O-])c1)c1cccc(S(=O)(=O)Cl)c1, [Na+], O, O=S(=O)(Cl)Cl. Yields the product Cc1c(OCC(F)(F)F)ccnc1CS(=O)c1nc2ccccc2n1S(=O)(=O)c1cccc(C(=O)OCCS(=O)(=O)c2cccc([N+](=O)[O-])c2)c1. Reaction SMILES: [CH3:1][c:2]1[c:3]([CH2:14][S:15](=[O:16])[c:17]2[n:18][c:19]3[c:20]([nH:21]2)[cH:22][cH:23][cH:24][cH:25]3)[n:4][cH:5][cH:6][c:7]1[O:8][CH2:9][C:10]([F:11])([F:12])[F:13].[Cl:60][CH2:61][Cl:62].[H-:27].[N+:33](=[O:34])([O-:35])[c:36]1[cH:37][c:38]([S:42](=[O:43])(=[O:44])[CH2:45][CH2:46][O:47][C:48]([c:49]2[cH:50][c:51]([S:55](=[O:56])(=[O:57])[Cl:58])[cH:52][cH:53][cH:54]2)=[O:59])[cH:39][cH:40][cH:41]1.[Na+:26].[OH2:63].[S:28]([Cl:29])([Cl:30])(=[O:31])=[O:32]>>[CH3:1][c:2]1[c:3]([CH2:14][S:15](=[O:16])[c:17]2[n:18][c:19]3[c:20]([n:21]2[S:55]([c:51]2[cH:50][c:49]([C:48]([O:47][CH2:46][CH2:45][S:42]([c:38]4[cH:37][c:36]([N+:33](=[O:34])[O-:35])[cH:41][cH:40][cH:39]4)(=[O:43])=[O:44])=[O:59])[cH:54][cH:53][cH:52]2)(=[O:56])=[O:57])[cH:22][cH:23][cH:24][cH:25]3)[n:4][cH:5][cH:6][c:7]1[O:8][CH2:9][C:10]([F:11])([F:12])[F:13].